From a dataset of the Open Reaction Database (ORD), a public repository of structured organic reaction records. describe an organic reaction: reactants, conditions, products, and yield Reactants: COc1ccc([N+](=O)[O-])c(OC)c1COc1cccc2ccc(C)nc12, CO, [Cl-], NN, O. Yields the product COc1ccc(N)c(OC)c1COc1cccc2ccc(C)nc12. As a reaction SMILES: [CH3:1][O:2][c:3]1[c:4]([CH2:5][O:6][c:7]2[cH:8][cH:9][cH:10][c:11]3[cH:12][cH:13][c:14]([CH3:17])[n:15][c:16]23)[c:18]([O:25][CH3:26])[cH:19][cH:20][c:21]1[N+:22]([O-:23])=[O:24].[CH3:31][OH:32].[Cl-:27].[NH2:29][NH2:30].[OH2:28]>>[CH3:1][O:2][c:3]1[c:4]([CH2:5][O:6][c:7]2[cH:8][cH:9][cH:10][c:11]3[cH:12][cH:13][c:14]([CH3:17])[n:15][c:16]23)[c:18]([O:25][CH3:26])[cH:19][cH:20][c:21]1[NH2:22]. Starting materials: C(C1=CC=CC=C1)N1C(=CC=2C1=C(N=NC2)OCC2=CC=CC=C2)C (1-benzyl-7-benzyloxy-2-methylpyrrolo[2,3-d]pyridazine), BrBr (bromine). Solvent: ClCCl (dichloromethane). Product: C(C1=CC=CC=C1)N1C(=C(C=2C1=C(N=NC2)OCC2=CC=CC=C2)Br)C (1-Benzyl-7-benzyloxy-3-bromo-2-methylpyrrolo[2,3-d]pyridazine). Isolated yield 85.0%. RXN SMILES: [CH2:1]([N:8]1[C:12]2=[C:13]([O:17][CH2:18][C:19]3[CH:24]=[CH:23][CH:22]=[CH:21][CH:20]=3)[N:14]=[N:15][CH:16]=[C:11]2[CH:10]=[C:9]1[CH3:25])[C:2]1[CH:7]=[CH:6][CH:5]=[CH:4][CH:3]=1.[Br:26]Br>ClCCl>[CH2:1]([N:8]1[C:12]2=[C:13]([O:17][CH2:18][C:19]3[CH:24]=[CH:23][CH:22]=[CH:21][CH:20]=3)[N:14]=[N:15][CH:16]=[C:11]2[C:10]([Br:26])=[C:9]1[CH3:25])[C:2]1[CH:3]=[CH:4][CH:5]=[CH:6][CH:7]=1. Procedure details: 42.3 g (0.128 mol) of 1-benzyl-7-benzyloxy-2-methylpyrrolo[2,3-d]pyridazine and 6.6 ml (0.128 mol) of bromine are reacted in a total of 200 ml of dichloromethane as described for Example 3a. Yield: 85%, m.p.: 122°-123° C. The reactants are ClCCl, O=C1CCC(=O)N1Cl, CC(=O)OCCOCn1ccc2c(Cl)ncnc21, O. The product is CC(=O)OCCOCn1cc(Cl)c2c(Cl)ncnc21. As a reaction SMILES: [CH2:28]([Cl:29])[Cl:30].[Cl:1][N:2]1[C:3](=[O:4])[CH2:5][CH2:6][C:7]1=[O:8].[Cl:9][c:10]1[c:11]2[c:12]([n:13][cH:14][n:15]1)[n:16]([CH2:19][O:20][CH2:21][CH2:22][O:23][C:24]([CH3:25])=[O:26])[cH:17][cH:18]2.[OH2:27]>>[Cl:1][c:18]1[c:11]2[c:10]([Cl:9])[n:15][cH:14][n:13][c:12]2[n:16]([CH2:19][O:20][CH2:21][CH2:22][O:23][C:24]([CH3:25])=[O:26])[cH:17]1. The reactants are C1CC2=C(C=CS2)C(=O)C1 (4-keto-4,5,6,7-tetrahydrothianaphthene), C[Si](C)(C)C#N (trimethylsilylcyanide). The reagents and catalysts are [I-].[Zn+2].[I-] (zinc iodide). Run in C(C)#N (acetonitrile). Run at time 5 hour. The product is C(#N)C1=CCCC=2SC=CC21 (4-Cyano-6,7-dihydrobenzo[b]thiophene). RXN SMILES: [CH2:1]1[CH2:10][C:8](=O)[C:4]2[CH:5]=[CH:6][S:7][C:3]=2[CH2:2]1.C[Si]([C:15]#[N:16])(C)C>C(#N)C.[I-].[Zn+2].[I-]>[C:15]([C:8]1[C:4]2[CH:5]=[CH:6][S:7][C:3]=2[CH2:2][CH2:1][CH:10]=1)#[N:16] |f:3.4.5|. Procedure details: To a suspension of zinc iodide (6.2 g) in acetonitrile (200 ml) were added 4-keto-4,5,6,7-tetrahydrothianaphthene (20 g) and trimethylsilylcyanide (18 ml) successively. The mixture was stirred at room temperature for 5 hours. The reaction mixture was concentrated. The residue was dissolved in pyridine (65 ml), followed by adding phosphryl chloride (15 ml) dropwise at room temperature. The mixture was refluxed for 30 minutes. The reaction mixture was cooled with ice and thereto was added dropwise... Reactants: [BH4-], O=C1CCC(c2cc(F)c(Br)cc2F)C1, C1CCOC1, CCOC(C)=O, CCO, [Na+], [Na+], [OH-]. The product is OC1CCC(c2cc(F)c(Br)cc2F)C1. Reaction SMILES: [BH4-:16].[Br:1][c:2]1[cH:3][c:4]([F:15])[c:5]([CH:9]2[CH2:10][C:11](=[O:14])[CH2:12][CH2:13]2)[cH:6][c:7]1[F:8].[CH2:29]1[O:30][CH2:31][CH2:32][CH2:33]1.[CH3:20][CH2:21][O:22][C:23](=[O:24])[CH3:25].[CH3:26][CH2:27][OH:28].[Na+:17].[Na+:19].[OH-:18]>>[Br:1][c:2]1[cH:3][c:4]([F:15])[c:5]([CH:9]2[CH2:10][CH:11]([OH:14])[CH2:12][CH2:13]2)[cH:6][c:7]1[F:8]. Starting materials: CCOP(=O)(COCCCBr)OCC, CN(C)C=O, [LiH], COC(C)Oc1nc(N)nc2nc[nH]c12, O. Product: CCOP(=O)(COCCCn1cnc2c(OC(C)OC)nc(N)nc21)OCC. As a reaction SMILES: [CH2:17]([CH3:18])[O:19][P:20](=[O:21])([O:22][CH2:23][CH3:24])[CH2:25][O:26][CH2:27][CH2:28][CH2:29][Br:30].[CH3:32][N:33]([CH3:34])[CH:35]=[O:36].[LiH:1].[NH2:2][c:3]1[n:4][c:5]([O:12][CH:13]([CH3:14])[O:15][CH3:16])[c:6]2[nH:7][cH:8][n:9][c:10]2[n:11]1.[OH2:31]>>[NH2:2][c:3]1[n:4][c:5]([O:12][CH:13]([CH3:14])[O:15][CH3:16])[c:6]2[n:7][cH:8][n:9]([CH2:29][CH2:28][CH2:27][O:26][CH2:25][P:20]([O:19][CH2:17][CH3:18])(=[O:21])[O:22][CH2:23][CH3:24])[c:10]2[n:11]1. The reactants are CN1CCCC1=O, CC(C)OC(=O)NC1Cc2c(n(Cc3nccnc3Cl)c3ccc(C#N)cc23)C1, N, O. Yields the product CC(C)OC(=O)NC1Cc2c(n(Cc3nccnc3N)c3ccc(C#N)cc23)C1. As a reaction SMILES: [CH3:31][N:32]1[CH2:33][CH2:34][CH2:35][C:36]1=[O:37].[CH:1]([CH3:2])([CH3:3])[O:4][C:5]([NH:6][CH:7]1[CH2:8][c:9]2[c:10]([n:11]([CH2:20][c:21]3[n:22][cH:23][cH:24][n:25][c:26]3[Cl:27])[c:12]3[cH:13][cH:14][c:15]([C:18]#[N:19])[cH:16][c:17]23)[CH2:28]1)=[O:29].[NH3:30].[OH2:38]>>[CH:1]([CH3:2])([CH3:3])[O:4][C:5]([NH:6][CH:7]1[CH2:8][c:9]2[c:10]([n:11]([CH2:20][c:21]3[n:22][cH:23][cH:24][n:25][c:26]3[NH2:30])[c:12]3[cH:13][cH:14][c:15]([C:18]#[N:19])[cH:16][c:17]23)[CH2:28]1)=[O:29]. Reaction SMILES: [CH2:1]([c:2]1[cH:3][cH:4][cH:5][cH:6][cH:7]1)[CH:8]([CH:9]([CH2:10][N:11]([O:12][CH:13]([CH2:14][CH3:15])[CH2:16][CH3:17])[S:18](=[O:19])(=[O:20])[c:21]1[cH:22][cH:23][c:24]([O:27][CH2:28][c:29]2[cH:30][cH:31][cH:32][cH:33][cH:34]2)[cH:25][cH:26]1)[OH:35])[NH:36][C:37]([O:38][CH:39]1[CH2:40][O:41][CH:42]2[O:43][CH2:44][CH2:45][CH:46]12)=[O:47].[CH3:48][CH2:49][OH:50].[CH3:53][CH2:54][O:55][C:56](=[O:57])[CH3:58].[H:51][H:52]>>[CH2:1]([c:2]1[cH:3][cH:4][cH:5][cH:6][cH:7]1)[CH:8]([CH:9]([CH2:10][N:11]([O:12][CH:13]([CH2:14][CH3:15])[CH2:16][CH3:17])[S:18](=[O:19])(=[O:20])[c:21]1[cH:22][cH:23][c:24]([OH:27])[cH:25][cH:26]1)[OH:35])[NH:36][C:37]([O:38][CH:39]1[CH2:40][O:41][CH:42]2[O:43][CH2:44][CH2:45][CH:46]12)=[O:47]. Starting materials: CCC(CC)ON(CC(O)C(Cc1ccccc1)NC(=O)OC1COC2OCCC12)S(=O)(=O)c1ccc(OCc2ccccc2)cc1, CCO, CCOC(C)=O, [H][H]. Product: CCC(CC)ON(CC(O)C(Cc1ccccc1)NC(=O)OC1COC2OCCC12)S(=O)(=O)c1ccc(O)cc1. Reactants: C(C#CC)OC1=CC=C(C=C1)C[C@@H](C(=O)OC)NC(=O)[C@@H](\C=C\CCCCCCC(CCCCCCC)=O)[C@](C(=O)OC(C)(C)C)(CC(=O)[O-])O (1-tert-butyl (S)-2-{(E)-(S)-1-[(S)-2-(4-but-2-ynyloxy-phenyl)-1-methoxycarbonyl-ethylcarbamoyl]-10-oxo-heptadec-2-enyl}-2-hydroxy-succinate), OC([C@H](C)NC(=O)C1=CNC2=NC=C(N=C21)C2CCCCC2)(C)C (2-cyclohexyl-5H-pyrrolo[2,3-b]pyrazine-7-carboxylic acid ((S)-2-hydroxy-1,2-dimethyl-propyl)-amide), C(C)(=O)OCC[C@@](C(=O)O)([C@H](\C=C\CCCCCCC(CCCCCCC)=O)C(N[C@@H](CC1=CC=C(C=C1)OCC#CC)C(=O)OC)=O)O ((E)-(2S,3S)-2-(2-acetoxy-ethyl)-3-[(S)-2-(4-but-2-ynyloxy-phenyl)-1-methoxycarbonyl-ethylcarbamoyl]-2-hydroxy-12-oxo-nonadec-4-enoic acid). Yields the product C(C)(=O)OCC[C@@](O)(C(N)=O)[C@@H](C(=O)N[C@H](C(=O)OC)CC1=CC=C(C=C1)OCC#CC)\C=C\CCCCCCC(CCCCCCC)=O (methyl (S)-2-[(E)-(S)-2-((S)-3-acetoxy-1-carbamoyl-1-hydroxy-propyl)-11-oxo-octadec-3-enoylamino]-3-(4-but-2-ynyloxy-phenyl)-propionate), C(C#CC)OC1=CC=C(C=C1)C[C@@H](CO)NC(=O)[C@H]([C@](C(=O)O)(CCO)O)\C=C\CCCCCCC(CCCCCCC)=O ((E)-(2S,3S)-3-[(S)-2-(4-But-2-ynyloxy-phenyl)-1-hydroxymethyl-ethylcarbamoyl]-2-hydroxy-2-(2-hydroxy-ethyl)-12-oxo-nonadec-4-enoic acid). As a reaction SMILES: OC(C)(C)[C@@H]([NH:5]C(C1C2C(=NC=C(C3CCCCC3)N=2)NC=1)=O)C.[C:25]([O:28][CH2:29][CH2:30][C@:31]([OH:73])([C@@H:35]([C:53](=[O:72])[NH:54][C@H:55]([C:68]([O:70][CH3:71])=[O:69])[CH2:56][C:57]1[CH:62]=[CH:61][C:60]([O:63][CH2:64][C:65]#[C:66][CH3:67])=[CH:59][CH:58]=1)/[CH:36]=[CH:37]/[CH2:38][CH2:39][CH2:40][CH2:41][CH2:42][CH2:43][C:44](=[O:52])[CH2:45][CH2:46][CH2:47][CH2:48][CH2:49][CH2:50][CH3:51])[C:32](O)=[O:33])(=[O:27])[CH3:26].[CH2:74]([O:78][C:79]1[CH:84]=[CH:83][C:82]([CH2:85][C@H:86]([NH:91][C:92]([C@H:94]([C@@:112]([OH:124])([CH2:120][C:121]([O-])=[O:122])[C:113]([O:115]C(C)(C)C)=[O:114])/[CH:95]=[CH:96]/[CH2:97][CH2:98][CH2:99][CH2:100][CH2:101][CH2:102][C:103](=[O:111])[CH2:104][CH2:105][CH2:106][CH2:107][CH2:108][CH2:109][CH3:110])=[O:93])[C:87](OC)=[O:88])=[CH:81][CH:80]=1)[C:75]#[C:76][CH3:77]>>[C:25]([O:28][CH2:29][CH2:30][C@:31]([C@H:35](/[CH:36]=[CH:37]/[CH2:38][CH2:39][CH2:40][CH2:41][CH2:42][CH2:43][C:44](=[O:52])[CH2:45][CH2:46][CH2:47][CH2:48][CH2:49][CH2:50][CH3:51])[C:53]([NH:54][C@@H:55]([CH2:56][C:57]1[CH:62]=[CH:61][C:60]([O:63][CH2:64][C:65]#[C:66][CH3:67])=[CH:59][CH:58]=1)[C:68]([O:70][CH3:71])=[O:69])=[O:72])([C:32](=[O:33])[NH2:5])[OH:73])(=[O:27])[CH3:26].[CH2:74]([O:78][C:79]1[CH:80]=[CH:81][C:82]([CH2:85][C@H:86]([NH:91][C:92]([C@@H:94](/[CH:95]=[CH:96]/[CH2:97][CH2:98][CH2:99][CH2:100][CH2:101][CH2:102][C:103](=[O:111])[CH2:104][CH2:105][CH2:106][CH2:107][CH2:108][CH2:109][CH3:110])[C@@:112]([OH:124])([CH2:120][CH2:121][OH:122])[C:113]([OH:115])=[O:114])=[O:93])[CH2:87][OH:88])=[CH:83][CH:84]=1)[C:75]#[C:76][CH3:77]. Reported procedure: No. 6801995, methyl (S)-2-[(E)-(S)-2-((S)-3-acetoxy-1-carbamoyl-1-hydroxy-propyl)-11-oxo-octadec-3-enoylamino]-3-(4-but-2-ynyloxy-phenyl)-propionate (ESI (LC/MS positive mode) m/z 685 (M+H); Rt 3.40 min.) was synthesized by the synthesis similar to that of No. 5453635, 2-cyclohexyl-5H-pyrrolo[2,3-b]pyrazine-7-carboxylic acid ((S)-2-hydroxy-1,2-dimethyl-propyl)-amide, except that No. 5214354, (E)-(2S,3S)-2-(2-acetoxy-ethyl)-3-[(S)-2-(4-but-2-ynyloxy-phenyl)-1-methoxycarbonyl-ethylcarbamoyl]-2-hyd...